From a dataset of the Open Reaction Database (ORD), a public repository of structured organic reaction records. describe an organic reaction: reactants, conditions, products, and yield Reported procedure: To a slurry of 2-chloro-4-cyanopyridine (10.00 g, 0.079 mol) and sodiumbicarbonate (19.92 g, 0.237 mol) in amine (0.174 mol) was added pyridine (35.0 mL) and the reaction was heated to 90° C. for 3 h. The reaction was then cooled to RT, diluted with the addition of CH2Cl2 (100 mL) and filtered. The solid was washed with EtOAc. Combined washes were concentrated in vacuo. A mixture of MeOH/hexanes was added and kept in the fridge for 12 h. The crystals that formed were filtered and washed with hex... The reactants are ClC1=NC=CC(=C1)C#N (2-chloro-4-cyanopyridine), C([O-])(O)=O.[Na+] (sodiumbicarbonate), amine, N1=CC=CC=C1 (pyridine). Conditions: temperature 90 celsius, time 12 hour. Yields the product NC=1C=C(C#N)C=CN1 (2-aminoisonicotinonitrile). Run in C(Cl)Cl (CH2Cl2). As a reaction SMILES: Cl[C:2]1[CH:7]=[C:6]([C:8]#[N:9])[CH:5]=[CH:4][N:3]=1.C(=O)(O)[O-].[Na+].[N:15]1C=CC=CC=1>C(Cl)Cl>[NH2:15][C:2]1[CH:7]=[C:6]([CH:5]=[CH:4][N:3]=1)[C:8]#[N:9] |f:1.2|. Starting materials: Nc1cnc(N2CCOCC2)s1, O=C(O)c1nc(-c2ccccc2)oc1C(F)(F)F. Yields the product O=C(Nc1cnc(N2CCOCC2)s1)c1nc(-c2ccccc2)oc1C(F)(F)F. Reaction SMILES: [O:19]1[CH2:20][CH2:21][N:22]([c:25]2[s:26][c:27]([NH2:30])[cH:28][n:29]2)[CH2:23][CH2:24]1.[c:1]1(-[c:7]2[o:8][c:9]([C:15]([F:16])([F:17])[F:18])[c:10]([C:12](=[O:13])[OH:14])[n:11]2)[cH:2][cH:3][cH:4][cH:5][cH:6]1>>[c:1]1(-[c:7]2[o:8][c:9]([C:15]([F:16])([F:17])[F:18])[c:10]([C:12](=[O:14])[NH:30][c:27]3[s:26][c:25]([N:22]4[CH2:21][CH2:20][O:19][CH2:24][CH2:23]4)[n:29][cH:28]3)[n:11]2)[cH:2][cH:3][cH:4][cH:5][cH:6]1. Reactants: C1CCOC1, [OH-], [OH-], [Pd+2], CC(=O)N1CCC(c2nccnc2Oc2ccc(C(=O)c3nc4ccccc4[nH]3)cc2)CC1. Product: CC(=O)N1CCC(c2nccnc2Oc2ccc(C(O)c3nc4ccccc4[nH]3)cc2)CC1. As a reaction SMILES: [CH2:34]1[O:35][CH2:36][CH2:37][CH2:38]1.[OH-:39].[OH-:41].[Pd+2:40].[nH:1]1[c:2]([C:10](=[O:11])[c:12]2[cH:13][cH:14][c:15]([O:16][c:17]3[c:18]([CH:23]4[CH2:24][CH2:25][N:26]([C:29]([CH3:30])=[O:31])[CH2:27][CH2:28]4)[n:19][cH:20][cH:21][n:22]3)[cH:32][cH:33]2)[n:3][c:4]2[c:5]1[cH:6][cH:7][cH:8][cH:9]2>>[nH:1]1[c:2]([CH:10]([OH:11])[c:12]2[cH:13][cH:14][c:15]([O:16][c:17]3[c:18]([CH:23]4[CH2:24][CH2:25][N:26]([C:29]([CH3:30])=[O:31])[CH2:27][CH2:28]4)[n:19][cH:20][cH:21][n:22]3)[cH:32][cH:33]2)[n:3][c:4]2[c:5]1[cH:6][cH:7][cH:8][cH:9]2. Reactants: CC1C2CC(C(/C=C/C=C(/CC3=CC(=C(C(=C3)OC)Cl)N(C(=O)CC(C4(C1O4)C)O)C)\C)OC)(NC(=O)O2)O (maytansinol), C(C(C)C)(=O)Cl (isobutyryl chloride). Run in C(C)N(CC)CC (triethylamine), CN(C=O)C (dimethylformamide). Conditions: time 2.5 hour. The product is C[C@@H]1[C@@H]2C[C@]([C@@H](/C=C/C=C(/CC3=CC(=C(C(=C3)OC)Cl)N(C(=O)C[C@@H]([C@]4([C@@H]1O4)C)OC(=O)C(C)C)C)\C)OC)(NC(=O)O2)O (Ansamitocin P-3). Reaction SMILES: [CH3:1][CH:2]1[CH:27]2[O:28][C:26]2([CH3:29])[CH:25]([OH:30])[CH2:24][C:22](=[O:23])[N:21]([CH3:31])[C:14]2=[C:15]([Cl:20])[C:16]([O:18][CH3:19])=[CH:17][C:12](=[CH:13]2)[CH2:11][C:10]([CH3:32])=[CH:9][CH:8]=[CH:7][CH:6]([O:33][CH3:34])[C:5]2([OH:39])[NH:35][C:36]([O:38][CH:3]1[CH2:4]2)=[O:37].[C:40](Cl)(=[O:44])[CH:41]([CH3:43])[CH3:42]>C(N(CC)CC)C.CN(C)C=O>[CH3:1][C@H:2]1[C@H:27]2[O:28][C@@:26]2([CH3:29])[C@@H:25]([O:30][C:40]([CH:41]([CH3:43])[CH3:42])=[O:44])[CH2:24][C:22](=[O:23])[N:21]([CH3:31])[C:14]2=[C:15]([Cl:20])[C:16]([O:18][CH3:19])=[CH:17][C:12](=[CH:13]2)[CH2:11][C:10]([CH3:32])=[CH:9][CH:8]=[CH:7][C@@H:6]([O:33][CH3:34])[C@:5]2([OH:39])[NH:35][C:36]([O:38][C@H:3]1[CH2:4]2)=[O:37]. Procedure details: In a mixture of 1 ml triethylamine and 50 ml of dimethylformamide was dissolved 100 mg of maytansinol and, while the solution was stirred under ice-cooling, 50 μl of isobutyryl chloride was added dropwise. The mixture was stirred under ice-cooling for 30 minutes and then, at room temperature for 2.5 hours, after which it was distilled under reduced pressure. The residue was dissolved in 10 ml of dichloromethane, washed with water and dried (Na2SO4). The solvent was distilled off under reduced pr... Starting materials: C(CCC)C=1N(C(=C(N1)Cl)C=O)CC1=CC=C(C=C1)C(C(=O)OC(C)(C)C)C1CCCC1 (tert-Butyl 2-[4-(2-butyl-4-chloro-5-formyl-imidazol-1-yl-methyl)phenyl]-2-cyclopentylacetate). Reported procedure: 2.3 g (5 mmol) of the compound from Example IV are stirred for 5 h at 25° C. in 5 ml of dichloromethane and 5 ml of trifluoroacetic acid. After concentration, the crude product is chromatographed on silica gel 60 using dichloromethane/methanol (100:5). Yield: 1.8 g (87.6% of theory) Solidification point: 95°-98° C. Solvent: ClCCl (dichloromethane), FC(C(=O)O)(F)F (trifluoroacetic acid). Reaction SMILES: [CH2:1]([C:5]1[N:6]([CH2:13][C:14]2[CH:19]=[CH:18][C:17]([CH:20]([CH:28]3[CH2:32][CH2:31][CH2:30][CH2:29]3)[C:21]([O:23]C(C)(C)C)=[O:22])=[CH:16][CH:15]=2)[C:7]([CH:11]=[O:12])=[C:8]([Cl:10])[N:9]=1)[CH2:2][CH2:3][CH3:4]>ClCCl.FC(F)(F)C(O)=O>[CH2:1]([C:5]1[N:6]([CH2:13][C:14]2[CH:15]=[CH:16][C:17]([CH:20]([CH:28]3[CH2:29][CH2:30][CH2:31][CH2:32]3)[C:21]([OH:23])=[O:22])=[CH:18][CH:19]=2)[C:7]([CH:11]=[O:12])=[C:8]([Cl:10])[N:9]=1)[CH2:2][CH2:3][CH3:4]. The product is C(CCC)C=1N(C(=C(N1)Cl)C=O)CC1=CC=C(C=C1)C(C(=O)O)C1CCCC1 (2-[4-(2-Butyl-4-chloro-5-formyl-imidazol-1-yl-methyl)phenyl]-2-cyclopentyl-acetic acid). Reactants: CCCCC(NC(=O)OC(C)(C)C)C(=O)CSCc1ccco1, CCCCCC, CCOC(C)=O, Cl. Product: Cl, CCCCC(N)C(=O)CSCc1ccco1. As a reaction SMILES: [C:1]([O:2][C:3](=[O:4])[NH:8][CH:9]([C:10]([CH2:11][S:12][CH2:13][c:14]1[cH:15][cH:16][cH:17][o:18]1)=[O:19])[CH2:20][CH2:21][CH2:22][CH3:23])([CH3:5])([CH3:6])[CH3:7].[CH3:24][CH2:25][CH2:26][CH2:27][CH2:28][CH3:29].[CH3:31][CH2:32][O:33][C:34](=[O:35])[CH3:36].[ClH:30]>>[ClH:30].[NH2:8][CH:9]([C:10]([CH2:11][S:12][CH2:13][c:14]1[cH:15][cH:16][cH:17][o:18]1)=[O:19])[CH2:20][CH2:21][CH2:22][CH3:23]. Reported procedure: 2-Methyl-1-naphthylmagnesium bromide prepared according to Example 1 in toluene is added in the absence of air and moisture to a suspension, heated to 70° to 80° C., of 31.0 g (0.14 mol) of 1-bromo-2-methylnaphthalene, 0.0014 mol of the phosphine of the formula (I) 1,4-bis(diphenylphosphino)butane; 2,2'-bis(diphenylphosphinomethoxy)-1,1'-binaphthyl! or 0.0028 mol of the phosphine of the formula (II) (triphenylphosphine) and 0.31 g (0.0014 mol) of palladium(II) acetate in 50 ml of toluene. The mi... Product: CC1=C(C2=CC=CC=C2C=C1)C1=C(C=CC2=CC=CC=C12)C (2,2'-dimethyl-1,1'-binaphthyl). Conditions: temperature 80 celsius. The reagents and catalysts are C(C)(=O)[O-].[Pd+2].C(C)(=O)[O-] (palladium(II) acetate). RXN SMILES: [CH3:1][C:2]1[CH:11]=[CH:10][C:9]2[C:4](=[CH:5][CH:6]=[CH:7][CH:8]=2)[C:3]=1[Mg]Br.Br[C:15]1[C:24]2[C:19](=[CH:20][CH:21]=[CH:22][CH:23]=2)[CH:18]=[CH:17][C:16]=1[CH3:25].P.C1(P(C2C=CC=CC=2)CCCCP(C2C=CC=CC=2)C2C=CC=CC=2)C=CC=CC=1.C1(P(COC2C=CC3C(=CC=CC=3)C=2C2C3C(=CC=CC=3)C=CC=2OCP(C2C=CC=CC=2)C2C=CC=CC=2)C2C=CC=CC=2)C=CC=CC=1.Cl>C1(C)C=CC=CC=1.C([O-])(=O)C.[Pd+2].C([O-])(=O)C.O>[CH3:1][C:2]1[CH:11]=[CH:10][C:9]2[C:4](=[CH:5][CH:6]=[CH:7][CH:8]=2)[C:3]=1[C:15]1[C:24]2[C:19](=[CH:20][CH:21]=[CH:22][CH:23]=2)[CH:18]=[CH:17][C:16]=1[CH3:25] |f:7.8.9|. Solvent: O (water), C1(=CC=CC=C1)C (toluene), C1(=CC=CC=C1)C (toluene). The reactants are Cl (hydrochloric acid), CC1=C(C2=CC=CC=C2C=C1)[Mg]Br (2-Methyl-1-naphthylmagnesium bromide), C1(=CC=CC=C1)P(C1=CC=CC=C1)COC1=C(C2=CC=CC=C2C=C1)C1=C(C=CC2=CC=CC=C12)OCP(C1=CC=CC=C1)C1=CC=CC=C1 (2,2'-bis(diphenylphosphinomethoxy)-1,1'-binaphthyl), BrC1=C(C=CC2=CC=CC=C12)C (1-bromo-2-methylnaphthalene), P (phosphine), C1(=CC=CC=C1)P(CCCCP(C1=CC=CC=C1)C1=CC=CC=C1)C1=CC=CC=C1 (1,4-bis(diphenylphosphino)butane), ( II ), P (phosphine). Starting materials: CC(=O)O (AcOH), N1CCCCC1 (Piperidine), C(C#CC)OC1=C(C=C(C=O)C=C1)OC (4-(but-2-ynyloxy)-3-methoxybenzaldehyde), C(=O)(O)CC(=O)NC1=C(C(=O)O)C=CC=C1 (2-[(carboxyacetyl)amino]benzoic acid). Run in C1(=CC=CC=C1)C (toluene). Product: C(C#CC)OC1=C(C=C(C=C1)/C=C/C(=O)NC1=C(C(=O)O)C=CC=C1)OC ((E)-2-{[3-(4-(But-2-ynyloxy)-3-methoxyphenyl)-1-oxo-2-propenyl]amino}benzoic acid). Isolated yield 56.3%. Reaction SMILES: N1CCCCC1.[CH2:7]([O:11][C:12]1[CH:19]=[CH:18][C:15]([CH:16]=O)=[CH:14][C:13]=1[O:20][CH3:21])[C:8]#[C:9][CH3:10].C([CH2:25][C:26]([NH:28][C:29]1[CH:37]=[CH:36][CH:35]=[CH:34][C:30]=1[C:31]([OH:33])=[O:32])=[O:27])(O)=O.CC(O)=O>C1(C)C=CC=CC=1>[CH2:7]([O:11][C:12]1[CH:19]=[CH:18][C:15](/[CH:16]=[CH:25]/[C:26]([NH:28][C:29]2[CH:37]=[CH:36][CH:35]=[CH:34][C:30]=2[C:31]([OH:33])=[O:32])=[O:27])=[CH:14][C:13]=1[O:20][CH3:21])[C:8]#[C:9][CH3:10]. Reported procedure: Piperidine (0.34 mL, 3.4 mmol) was added to a suspension of 4-(but-2-ynyloxy)-3-methoxybenzaldehyde (0.70 g, 3.4 mmol) and 2-[(carboxyacetyl)amino]benzoic acid (0.70 g, 3.4 mmol) in toluene (10 mL) and treated according to Procedure 2, acidifying with 20% AcOH. (E)-2-{[3-(4-(But-2-ynyloxy)-3-methoxyphenyl)-1-oxo-2-propenyl]amino}benzoic acid (0.70 g, 61%) was obtained as a yellow crystalline solid; mp 194-195° C.; δH (400 MHz, DMSO-d6) 1.82 (s, 3H, CH3), 3.83 (s, 3H, OCH3), 4.77 (s, 2H, OCH2), 6... The yield is 90.0%. The reactants are BrC=1C=C(C(=O)OCC)C=CC1C (Ethyl 3-bromo-4-methylbenzoate), CCOCC (ether), BrC=1C=C(C(=O)OCC)C=CC1C (Ethyl 3-bromo-4-methylbenzoate), [H-].[Al+3].[Li+].[H-].[H-].[H-] (LAH), [H-].[Al+3].[Li+].[H-].[H-].[H-] (lithium aluminium hydride), Cl (HCl). Run at temperature 0 celsius. RXN SMILES: [Br:1][C:2]1[CH:3]=[C:4]([CH:10]=[CH:11][C:12]=1[CH3:13])[C:5](OCC)=[O:6].[H-].[Al+3].[Li+].[H-].[H-].[H-].CCOCC.Cl>C1COCC1>[Br:1][C:2]1[CH:3]=[C:4]([CH2:5][OH:6])[CH:10]=[CH:11][C:12]=1[CH3:13] |f:1.2.3.4.5.6|. Procedure: Ethyl 3-bromo-4-methylbenzoate was reduced follows: 2 equivalents lithium aluminium hydride (LAH) in THF was cooled to 0° C. Ethyl 3-bromo-4-methylbenzoate in anhydrous THF (10 mL) was added slowly to the cooled solution of LAH over 10 minutes, while stirring. The mixture was stirred at room temperature for 1 hour. The reaction was cooled to 0° C. and poured into ether (100 mL). The mixture was acidified by adding 1N HCl (aqueous) dropwise over 10 minutes. Separate fractions and wash aqueous pha... Run in C1CCOC1 (THF), C1CCOC1 (THF). The product is BrC=1C=C(C=CC1C)CO ((3-bromo-4-methylphenyl)methanol). Starting materials: solution A0, O([Si](C)(C)C(C)(C)C)C=1C=C(C=O)C=CC1O[Si](C)(C)C(C)(C)C (3,4-di(t-butyldimethylsiloxy)benzaldehyde), [N+](=O)([O-])C (nitromethane). The solvent is C1CCOC1 (THF). Conditions: time 30 minute. The product is O([Si](C)(C)C(C)(C)C)C=1C=C(C=CC1O[Si](C)(C)C(C)(C)C)[C@H](C[N+](=O)[O-])O ((R)-1-(3,4-di(t-butyldimethylsiloxy)phenyl)-2-nitroethanol). Yield: 74.0%. Reaction SMILES: [O:1]([C:9]1[CH:10]=[C:11]([CH:14]=[CH:15][C:16]=1[O:17][Si:18]([C:21]([CH3:24])([CH3:23])[CH3:22])([CH3:20])[CH3:19])[CH:12]=[O:13])[Si:2]([C:5]([CH3:8])([CH3:7])[CH3:6])([CH3:4])[CH3:3].[N+:25]([CH3:28])([O-:27])=[O:26]>C1COCC1>[O:1]([C:9]1[CH:10]=[C:11]([C@@H:12]([OH:13])[CH2:28][N+:25]([O-:27])=[O:26])[CH:14]=[CH:15][C:16]=1[O:17][Si:18]([C:21]([CH3:24])([CH3:23])[CH3:22])([CH3:19])[CH3:20])[Si:2]([C:5]([CH3:8])([CH3:7])[CH3:6])([CH3:4])[CH3:3]. Procedure details: 110 mg (0.2.9 mmol) of 3,4-di(t-butyldimethylsiloxy)benzaldehyde was dissolved in 10 ml of THF under the atmosphere of argon at −40° C., and 0.32 ml of rare earth metal complex solution A0 was mixed into the solution. After stirring for 30 minutes, 88.5 mg (1.45 mmol) of nitromethane was added dropwise to the mixture. After 67-hour reaction: time, (R)-1-(3,4-di(t-butyldimethylsiloxy)phenyl)-2-nitroethanol with an optical purity of 92% e.e. was obtained in a yield of 74%.